From a dataset of the Open Reaction Database (ORD), a public repository of structured organic reaction records. describe an organic reaction: reactants, conditions, products, and yield The reactants are CCCCCCCCCCCCCCC(O)(CO)CCl, [O-][I+3]([O-])([O-])O. The product is CCCCCCCCCCCCCCC(=O)CCl. Reaction SMILES: [Cl:6][CH2:7][C:8]([CH2:9][OH:10])([CH2:11][CH2:12][CH2:13][CH2:14][CH2:15][CH2:16][CH2:17][CH2:18][CH2:19][CH2:20][CH2:21][CH2:22][CH2:23][CH3:24])[OH:25].[I+3:1]([OH:2])([O-:3])([O-:4])[O-:5]>>[Cl:6][CH2:7][C:8]([CH2:11][CH2:12][CH2:13][CH2:14][CH2:15][CH2:16][CH2:17][CH2:18][CH2:19][CH2:20][CH2:21][CH2:22][CH2:23][CH3:24])=[O:25].